Dataset: the Open Reaction Database (ORD), a public repository of structured organic reaction records. Task: describe an organic reaction: reactants, conditions, products, and yield The reactants are C(C)(=O)OC(C)=O (Acetic anhydride), FC=1C=C(C=CC1C(NO)=N)C=1C(=CC(=NC1)OCC(C(=O)OC)(C)C)C (methyl 3-({5-[3-fluoro-4-(N-hydroxycarbamimidoyl)phenyl]-4-methylpyridin-2-yl}-oxy)-2,2-dimethylpropanoate). The solvent is C(C)(=O)O (acetic acid). Conditions: time 5 hour. Yields the product C(C)(=O)O.C(N)(=N)C1=C(C=C(C=C1)C=1C(=CC(=NC1)OCC(C(=O)OC)(C)C)C)F (methyl 3-{[5-(4-carbamimidoyl-3-fluorophenyl)-4-methylpyridin-2-yl]oxy}-2,2-dimethylpropanoate acetic acid salt). RXN SMILES: [C:1]([O:4]C(=O)C)(=[O:3])[CH3:2].[F:8][C:9]1[CH:10]=[C:11]([C:19]2[C:20]([CH3:34])=[CH:21][C:22]([O:25][CH2:26][C:27]([CH3:33])([CH3:32])[C:28]([O:30][CH3:31])=[O:29])=[N:23][CH:24]=2)[CH:12]=[CH:13][C:14]=1[C:15](=[NH:18])[NH:16]O>C(O)(=O)C>[C:1]([OH:4])(=[O:3])[CH3:2].[C:15]([C:14]1[CH:13]=[CH:12][C:11]([C:19]2[C:20]([CH3:34])=[CH:21][C:22]([O:25][CH2:26][C:27]([CH3:32])([CH3:33])[C:28]([O:30][CH3:31])=[O:29])=[N:23][CH:24]=2)=[CH:10][C:9]=1[F:8])(=[NH:16])[NH2:18] |f:3.4|. Reported procedure: Acetic anhydride (1.62 mL) was added to an acetic acid (10 mL) solution containing methyl 3-({5-[3-fluoro-4-(N-hydroxycarbamimidoyl)phenyl]-4-methylpyridin-2-yl}-oxy)-2,2-dimethylpropanoate (3.65 g), and the mixture was stirred at room temperature for 5 hours. The reaction mixture was concentrated under reduced pressure. The residue was dissolved in methanol (30 mL), 10% palladium carbon (50%, 365 mg) was added to the resulting solution, and the mixture was stirred under hydrogen atmosphere at r... Starting materials: C(CCC)[Li] (n-Butyl lithium), BrC(=CCCC=1C=C(OC1)[Si](CC)(CC)CC)Br (4-(4,4-dibromo-3-butenyl)-2-triethylsilylfuran), C(CCCCCCCCCCC)=O (1-dodecanal), solution. Run in O1CCCC1 (tetrahydrofuran), O1CCCC1 (tetrahydrofuran), O1CCCC1 (tetrahydrofuran). Run at time 2 hour. The product is OC(C#CCCC=1C=C(OC1)[Si](CC)(CC)CC)CCCCCCCCCCC (4-(5-Hydroxy-3-hexadecynyl)-2-triethylsilylfuran). As a reaction SMILES: C([Li])CCC.Br[C:7](Br)=[CH:8][CH2:9][CH2:10][C:11]1[CH:12]=[C:13]([Si:16]([CH2:21][CH3:22])([CH2:19][CH3:20])[CH2:17][CH3:18])[O:14][CH:15]=1.[CH:24](=[O:36])[CH2:25][CH2:26][CH2:27][CH2:28][CH2:29][CH2:30][CH2:31][CH2:32][CH2:33][CH2:34][CH3:35]>O1CCCC1>[OH:36][CH:24]([CH2:25][CH2:26][CH2:27][CH2:28][CH2:29][CH2:30][CH2:31][CH2:32][CH2:33][CH2:34][CH3:35])[C:7]#[C:8][CH2:9][CH2:10][C:11]1[CH:12]=[C:13]([Si:16]([CH2:21][CH3:22])([CH2:19][CH3:20])[CH2:17][CH3:18])[O:14][CH:15]=1. Procedure: n-Butyl lithium (a 2.5M solution in tetrahydrofuran; 0.42 ml, 1.04 mmol) was added dropwise to a solution of 4-(4,4-dibromo-3-butenyl)-2-triethylsilylfuran (200 mg, 0.51 mmol) in tetrahydrofuran (8 ml) at -78° under argon. After 2 hours, a solution of 1-dodecanal (102 mg, 0.56 mmol) in tetrahydrofuran (1 ml) was added. Stirring was continued for 14 hours, while the cooling bath attained room temperature. The mixture was quenched with water and was extracted with ethyl ether. Evaporation of the d... Starting materials: ClC1=CC=C(N=N1)SC(C(CN1N=CN=C1)(O)C1=C(C=C(C=C1)F)F)(C)C ((+)-3-(6-chloropyridazin-3-ylthio)-2-(2,4-difluorophenyl)-3-methyl-1-(1H-1,2,4-triazol-1-yl)butan-2-ol), N1N=CN=C1 (1,2,4-triazole). The solvent is C(C)#N (acetonitrile). Yields the product FC1=C(C=CC(=C1)F)C(CN1N=CN=C1)(C(C)(SC=1N=NC(=CC1)N1N=CN=C1)C)O ((+)-2-(2,4-difluorophenyl)-3-methyl-1-(1H-1,2,4-triazol-1-yl)-3-(6-(1H- 1,2,4-triazol-1-yl)pyridazin-3-ylthio)butan-2-ol). The yield is 93.0%. RXN SMILES: Cl[C:2]1[N:7]=[N:6][C:5]([S:8][C:9]([CH3:27])([CH3:26])[C:10]([C:18]2[CH:23]=[CH:22][C:21]([F:24])=[CH:20][C:19]=2[F:25])([OH:17])[CH2:11][N:12]2[CH:16]=[N:15][CH:14]=[N:13]2)=[CH:4][CH:3]=1.[NH:28]1[CH:32]=[N:31][CH:30]=[N:29]1>C(#N)C>[F:25][C:19]1[CH:20]=[C:21]([F:24])[CH:22]=[CH:23][C:18]=1[C:10]([OH:17])([C:9]([CH3:27])([S:8][C:5]1[N:6]=[N:7][C:2]([N:28]2[CH:32]=[N:31][CH:30]=[N:29]2)=[CH:3][CH:4]=1)[CH3:26])[CH2:11][N:12]1[CH:16]=[N:15][CH:14]=[N:13]1. Reported procedure: A mixture consisting of 3.0 g (7.3 mmol) of (+)-3-(6-chloropyridazin-3-ylthio)-2-(2,4-difluorophenyl)-3-methyl-1-(1H-1,2,4-triazol-1-yl)butan-2-ol 2.0 g(29 mmol) of 1,2,4-triazole, and 1.5 ml of acetonitrile was heated at reflux for 19 hours. After allowing the mixture to cool, the solvent was removed by distillation under reduced pressure, and the residue was neutralized with a saturated aqueous solution of sodium hydrogencarbonate, followed by extraction with chloroform. The organic layer was ... Reactants: CCOC(=O)CCCC12CCCc3cccc(c31)NC2=O, COCCOC, [Na+], [OH-]. Yields the product O=C(O)CCCC12CCCc3cccc(c31)NC2=O. RXN SMILES: [CH2:1]([CH3:2])[O:3][C:4](=[O:5])[CH2:6][CH2:7][CH2:8][C:9]12[C:10](=[O:21])[NH:11][c:12]3[cH:13][cH:14][cH:15][c:16]([c:17]31)[CH2:18][CH2:19][CH2:20]2.[CH2:24]([CH2:25][O:26][CH3:27])[O:28][CH3:29].[Na+:23].[OH-:22]>>[O:3]=[C:4]([OH:5])[CH2:6][CH2:7][CH2:8][C:9]12[C:10](=[O:21])[NH:11][c:12]3[cH:13][cH:14][cH:15][c:16]([c:17]31)[CH2:18][CH2:19][CH2:20]2.